Dataset: the Open Reaction Database (ORD), a public repository of structured organic reaction records. Task: describe an organic reaction: reactants, conditions, products, and yield Starting materials: C(C)(=O)O[C@H]1[C@@H](O[C@@H]([C@H]([C@@H]1OC(C)=O)OC(C)=O)COC(C)=O)OC1=NNC(=C1CC1=C(C=C(C=C1)CCCC(NC(C)(C)C(=O)O)=O)C)C(C)C (3-(2,3,4,6-tetra-O-acetyl-β-D-glucopyranosyloxy)-4-[(4-{3-[1-carboxy-1-(methyl)ethyl-carbamoyl]propyl}-2-methylphenyl)methyl]-5-isopropyl-1H-pyrazole), C(C1=CC=CC=C1)OC(=O)N1CCNCC1 (1-(benzyloxycarbonyl)piperazine), C(C1=CC=CC=C1)N1CCNCC1 (1-benzyl-piperazine). Product: [C@@H]1([C@H](O)[C@@H](O)[C@H](O)[C@H](O1)CO)OC1=NNC(=C1CC1=C(C=C(C=C1)CCCC(NC(C)(C)C(=O)N1CCNCC1)=O)C)C(C)C (3-(β-D-Glucopyranosyloxy)-5-isopropyl-4-{[4-(3-{1-[(piperazin-1-yl)carbonyl]-1-(methyl)ethylcarbamoyl}-propyl)-2-methylphenyl]methyl}-1H-pyrazole). Reaction SMILES: C([O:4][C@@H:5]1[C@@H:10]([O:11]C(=O)C)[C@H:9]([O:15]C(=O)C)[C@@H:8]([CH2:19][O:20]C(=O)C)[O:7][C@H:6]1[O:24][C:25]1[C:29]([CH2:30][C:31]2[CH:36]=[CH:35][C:34]([CH2:37][CH2:38][CH2:39][C:40](=[O:48])[NH:41][C:42](C(O)=O)([CH3:44])[CH3:43])=[CH:33][C:32]=2[CH3:49])=[C:28]([CH:50]([CH3:52])[CH3:51])[NH:27][N:26]=1)(=O)C.C(O[C:61]([N:63]1[CH2:68][CH2:67][NH:66][CH2:65][CH2:64]1)=[O:62])C1C=CC=CC=1.C(N1CCNCC1)C1C=CC=CC=1>>[C@@H:6]1([O:24][C:25]2[C:29]([CH2:30][C:31]3[CH:36]=[CH:35][C:34]([CH2:37][CH2:38][CH2:39][C:40](=[O:48])[NH:41][C:42]([C:61]([N:63]4[CH2:64][CH2:65][NH:66][CH2:67][CH2:68]4)=[O:62])([CH3:43])[CH3:44])=[CH:33][C:32]=3[CH3:49])=[C:28]([CH:50]([CH3:52])[CH3:51])[NH:27][N:26]=2)[O:7][C@H:8]([CH2:19][OH:20])[C@@H:9]([OH:15])[C@H:10]([OH:11])[C@H:5]1[OH:4]. Reported procedure: The title compound was prepared in a similar manner to that described in Example 99 using 3-(2,3,4,6-tetra-O-acetyl-β-D-glucopyranosyloxy)-4-[(4-{3-[1-carboxy-1-(methyl)ethyl-carbamoyl]propyl}-2-methylphenyl)methyl]-5-isopropyl-1H-pyrazole and 1-(benzyloxycarbonyl)piperazine instead of 3-(2,3,4,6-tetra-O-acetyl-β-D-glucopyranosyloxy)-4-[(4-{2-[1-carboxy-1-(methyl)ethylcarbamoyl]ethoxy}-2-methyl-phenyl)methyl]-5-isopropyl-1H-pyrazole and 1-benzyl-piperazine, respectively. Starting materials: FC1=C(C(=O)NC2=C(C3=C(C(OC3(C)C)(C)C)S2)C(=O)O)C(=CC=C1)C(F)(F)F (2-{[2-fluoro-6-(trifluoromethyl)benzoyl]amino}-4,4,6,6-tetramethyl-4,6-dihydrothieno[2,3-c]furan-3-carboxylic acid), NCC1CC1 (aminomethylcyclopropane). The product is C1(CC1)CNC(=O)C1=C(SC=2C(OC(C21)(C)C)(C)C)NC(C2=C(C=CC=C2C(F)(F)F)F)=O (N-(cyclopropylmethyl)-2-{[2-fluoro-6-(trifluoromethyl)benzoyl]amino}-4,4,6,6-tetramethyl-4,6-dihydrothieno[2,3-c]furan-3-carboxamide). Reaction SMILES: [F:1][C:2]1[CH:25]=[CH:24][CH:23]=[C:22]([C:26]([F:29])([F:28])[F:27])[C:3]=1[C:4]([NH:6][C:7]1[S:18][C:10]2[C:11]([CH3:17])([CH3:16])[O:12][C:13]([CH3:15])([CH3:14])[C:9]=2[C:8]=1[C:19](O)=[O:20])=[O:5].[NH2:30][CH2:31][CH:32]1[CH2:34][CH2:33]1>>[CH:32]1([CH2:31][NH:30][C:19]([C:8]2[C:9]3[C:13]([CH3:14])([CH3:15])[O:12][C:11]([CH3:16])([CH3:17])[C:10]=3[S:18][C:7]=2[NH:6][C:4](=[O:5])[C:3]2[C:22]([C:26]([F:28])([F:29])[F:27])=[CH:23][CH:24]=[CH:25][C:2]=2[F:1])=[O:20])[CH2:34][CH2:33]1. Procedure details: The title compound was prepared from the product of Example 45A and commercially available aminomethylcyclopropane using the procedure described for Example 2B. 1H NMR (DMSO-d6, 300 MHz) δ 0.15-0.20 (m, 2H), 0.35-0.41 (m, 2H), 0.91-1.01 (m, 1H), 1.46 (s, 6H), 1.48 (s, 6H), 3.03 (dd, J=6.1, 6.0 Hz, 2H), 7.67-7.80 (m, 3H), 8.11 (t, J=5.6 Hz, 1H), 11.56 (br s, 1H). MS (ESI+) m/z 485 (M+H)+.